Dataset: the Open Reaction Database (ORD), a public repository of structured organic reaction records. Task: describe an organic reaction: reactants, conditions, products, and yield Reactants: CO, CC(C)(O)c1ccc(-c2cc(C(N)=O)c([N+](=O)[O-])s2)cn1. Product: CC(C)(O)c1ccc(-c2cc(C(N)=O)c(N)s2)cn1. As a reaction SMILES: [CH3:22][OH:23].[OH:1][C:2]([CH3:3])([CH3:4])[c:5]1[cH:6][cH:7][c:8](-[c:11]2[cH:12][c:13]([C:19](=[O:20])[NH2:21])[c:14]([N+:16]([O-:17])=[O:18])[s:15]2)[cH:9][n:10]1>>[OH:1][C:2]([CH3:3])([CH3:4])[c:5]1[cH:6][cH:7][c:8](-[c:11]2[cH:12][c:13]([C:19](=[O:20])[NH2:21])[c:14]([NH2:16])[s:15]2)[cH:9][n:10]1.